This data is from the Open Reaction Database (ORD), a public repository of structured organic reaction records. The task is: describe an organic reaction: reactants, conditions, products, and yield The reactants are NC[C@@]1([C@H]2C=C(C[C@H]2C1)C(C)CC)CC(=O)OC(C)(C)C (Tert-butyl(±)-[(1S,5R,6R)-6-aminomethyl-3-sec-butylbicyclo[3.2.0]hept-3-en-6-yl]acetate). Run in Cl.C(C)(=O)OCC (hydrochloric acid ethyl acetate). Conditions: time 2 hour. The product is NC[C@@]1([C@H]2C=C(C[C@H]2C1)C(C)CC)CC(=O)O ((±)-[(1S,5R,6R)-6-aminomethyl-3-sec-butylbicyclo[3.2.0]hept-3-en-6-yl]acetic acid). The yield is 53.6%. Reaction SMILES: [NH2:1][CH2:2][C@@:3]1([CH2:14][C:15]([O:17]C(C)(C)C)=[O:16])[CH2:9][C@H:8]2[C@@H:4]1[CH:5]=[C:6]([CH:10]([CH2:12][CH3:13])[CH3:11])[CH2:7]2>Cl.C(OCC)(=O)C>[NH2:1][CH2:2][C@@:3]1([CH2:14][C:15]([OH:17])=[O:16])[CH2:9][C@H:8]2[C@@H:4]1[CH:5]=[C:6]([CH:10]([CH2:12][CH3:13])[CH3:11])[CH2:7]2 |f:1.2|. Procedure: Tert-butyl(±)-[(1S,5R,6R)-6-aminomethyl-3-sec-butylbicyclo[3.2.0]hept-3-en-6-yl]acetate (2.26 g, 7.7 mmol) was dissolved in a 4 N hydrochloric acid-ethyl acetate solution (30 mL), and the solution was stirred at room temperature for 2 hours. Then, the solvent was distilled off under reduced pressure. The residue was suspended by the addition of dichloromethane. To the suspension, triethylamine was then added dropwise, and the resulting powder was collected by filtration. The obtained powder was ... Reactants: C(C1=CC=CC=C1)(=O)OCC1=CC=CC=C1 (benzyl benzoate), C[Si]([O-])(C)C.[K+] (potassium trimethylsilanolate). The solvent is CCOCC (ether). Yields the product C(C1=CC=CC=C1)(=O)[O-].[K+] (Potassium benzoate). Yield: 73.7%. RXN SMILES: [C:1]([O:9]CC1C=CC=CC=1)(=[O:8])[C:2]1[CH:7]=[CH:6][CH:5]=[CH:4][CH:3]=1.C[Si](C)(C)[O-].[K+:22]>CCOCC>[C:1]([O-:9])(=[O:8])[C:2]1[CH:7]=[CH:6][CH:5]=[CH:4][CH:3]=1.[K+:22] |f:1.2,4.5|. Procedure details: The procedure of Example 1 was followed using benzyl benzoate (9.6 mL, 50 mmol), potassium trimethylsilanolate (6.42 g, 50 mmol), dry ether (150 mL), and a 2 h reaction mixture. Potassium benzoate (5.9 g, 73% yield) was isolated as a white solid: 1H NMR (D2O) δ 7.1-8.0 ppm (m, Ar--H's, 5H). Anal. Calcd. for C7H5KO2 : C, 52.48; H, 3.15; K, 24.61. Found: C, 50.53, 50.76; H, 3.40, 3.21; K, 25.60, 25.50. The product is ClC1=C(CNC=2C(C(C2NC(CC)(C)C)=O)=O)C=CC(=C1)F (3-(2-Chloro-4-fluoro-benzylamino)-4-(1,1-dimethyl-propylamino)-cyclobut-3-ene-1,2-dione). Solvent: C(C)#N (acetonitrile). Procedure details: This compound was prepared according to the procedure for Example 59. From 2-chloro-4-fluorobenzylamine and 3-ethoxy-4-(1,1-dimethyl-propylamino)-cyclobut-3-ene-1,2-dione in acetonitrile. The title compound was obtained, after recrystallization from petroleum ether, as a white solid (60%); mp 201°-203° C.; 1H NMR (DMSO-d6) δ0.81 (t, 3H), 1.30 (s, 6H), 1.68 (q, 2H), 4.76 (d, 2H), 7.25 (m, 1H), 7.50 (m, 3H), 7.78 (m, 1H) ppm; IR (KBr) 3250, 3040, 1790, 1660, 1580, 1530, 1490 cm-1 ; MS (m/z) 325 ([... As a reaction SMILES: [Cl:1][C:2]1[CH:9]=[C:8]([F:10])[CH:7]=[CH:6][C:3]=1[CH2:4][NH2:5].C([O:13][C:14]1[C:15](=[O:25])[C:16](=O)[C:17]=1[NH:18][C:19]([CH3:23])([CH3:22])[CH2:20][CH3:21])C>C(#N)C>[Cl:1][C:2]1[CH:9]=[C:8]([F:10])[CH:7]=[CH:6][C:3]=1[CH2:4][NH:5][C:16]1[C:15](=[O:25])[C:14](=[O:13])[C:17]=1[NH:18][C:19]([CH3:22])([CH3:23])[CH2:20][CH3:21]. Starting materials: ClC1=C(CN)C=CC(=C1)F (2-chloro-4-fluorobenzylamine), C(C)OC=1C(C(C1NC(CC)(C)C)=O)=O (3-ethoxy-4-(1,1-dimethyl-propylamino)-cyclobut-3-ene-1,2-dione). The reactants are C(C)(=O)OCC (ethyl acetate), ClCC(C(C)O[Si](C)(C)C(C)(C)C)(O)C1=C(C=C(C=C1)F)F (1-chloro-2-(2,4-difluorophenyl)-3-(tert-butyldimethylsilyloxy)butan-2-ol), [F-].[K+] (potassium fluoride), O (water), crude product. Solvent: CO (methanol). Conditions: time 10 hour. The product is ClCC(C(C)O)(O)C1=C(C=C(C=C1)F)F (1-Chloro-2-(2,4-difluorophenyl)butane-2,3-diol). Isolated yield 17.0%. RXN SMILES: [Cl:1][CH2:2][C:3]([C:15]1[CH:20]=[CH:19][C:18]([F:21])=[CH:17][C:16]=1[F:22])([OH:14])[CH:4]([O:6][Si](C(C)(C)C)(C)C)[CH3:5].[F-].[K+].O.C(OCC)(=O)C>CO>[Cl:1][CH2:2][C:3]([C:15]1[CH:20]=[CH:19][C:18]([F:21])=[CH:17][C:16]=1[F:22])([OH:14])[CH:4]([OH:6])[CH3:5] |f:1.2|. Procedure: To a solution of 0.27 g (0.77 mmol) of 1-chloro-2-(2,4-difluorophenyl)-3-(tert-butyldimethylsilyloxy)butan-2-ol ((2S,3R)/(2R,3R)=91/9) in 3 mL of methanol was added 0.06 g (0.94 mmol) of potassium fluoride, and reaction was performed for 10 hours and then at 50° C. for another 25 hours. Next, 5 mL of water was added to stop the reaction, and extraction was performed with 10 mL of ethyl acetate. The resulting organic layer was dried over anhydrous sodium sulfate and concentrated under reduced pre... Yield: 78.0%. The solvent is C(C)(=O)OCC (ethyl acetate), CC(C)O (2-propanol). Reactants: C(#N)C1=NC=CC=C1C1=CC(=CN1S(=O)(=O)C1=CSC=C1)CN(C(OC(C)(C)C)=O)C (tert-butyl {[5-(2-cyanopyridin-3-yl)-1-(3-thienylsulfonyl)-1H-pyrrol-3-yl]methyl}methylcarbamate), C(C)(=O)OCC.Cl (hydrogen chloride-ethyl acetate). Reaction conditions: time 2 hour. Product: Cl.CNCC=1C=C(N(C1)S(=O)(=O)C1=CSC=C1)C=1C(=NC=CC1)C#N (3-[4-[(methylamino)methyl]-1-(3-thienylsulfonyl)-1H-pyrrol-2-yl]pyridine-2-carbonitrile hydrochloride). Procedure details: To a solution of tert-butyl {[5-(2-cyanopyridin-3-yl)-1-(3-thienylsulfonyl)-1H-pyrrol-3-yl]methyl}methylcarbamate (201 mg) in ethyl acetate (2 mL) and 2-propanol (1 mL) was added 4 mol/L hydrogen chloride-ethyl acetate solution (3 mL), and the mixture was stirred at room temperature for 2 hr. The reaction mixture was concentrated under reduced pressure, and the residue was recrystallized from a mixed solvent of ethanol-water to give the title compound as a white solid (yield 134 mg, 78%). As a reaction SMILES: [C:1]([C:3]1[C:8]([C:9]2[N:13]([S:14]([C:17]3[CH:21]=[CH:20][S:19][CH:18]=3)(=[O:16])=[O:15])[CH:12]=[C:11]([CH2:22][N:23](C)[C:24](=O)OC(C)(C)C)[CH:10]=2)=[CH:7][CH:6]=[CH:5][N:4]=1)#[N:2].C(OCC)(=O)C.[ClH:38]>C(OCC)(=O)C.CC(O)C>[ClH:38].[CH3:24][NH:23][CH2:22][C:11]1[CH:10]=[C:9]([C:8]2[C:3]([C:1]#[N:2])=[N:4][CH:5]=[CH:6][CH:7]=2)[N:13]([S:14]([C:17]2[CH:21]=[CH:20][S:19][CH:18]=2)(=[O:16])=[O:15])[CH:12]=1 |f:1.2,5.6|. Reactants: ClC=1C=CC=2N(N1)C(=NN2)CO ((6-chloro[1,2,4]triazolo[4,3-b]pyridazin-3-yl)methanol), C1(=CC=CC=C1)B(O)O (phenylboronic acid), C(=O)([O-])[O-].[K+].[K+] (K2CO3), O1CCOCC1 (dioxane). The reagents and catalysts are C=1C=CC(=CC1)[P](C=2C=CC=CC2)(C=3C=CC=CC3)[Pd]([P](C=4C=CC=CC4)(C=5C=CC=CC5)C=6C=CC=CC6)([P](C=7C=CC=CC7)(C=8C=CC=CC8)C=9C=CC=CC9)[P](C=1C=CC=CC1)(C=1C=CC=CC1)C=1C=CC=CC1 (Pd(PPh3)4). The solvent is O (H2O). Reaction conditions: temperature 85 celsius. Product: C1(=CC=CC=C1)C=1C=CC=2N(N1)C(=NN2)CO ((6-phenyl[1,2,4]triazolo[4,3-b]pyridazin-3-yl)methanol). Reaction SMILES: Cl[C:2]1[CH:3]=[CH:4][C:5]2[N:6]([C:8]([CH2:11][OH:12])=[N:9][N:10]=2)[N:7]=1.[C:13]1(B(O)O)[CH:18]=[CH:17][CH:16]=[CH:15][CH:14]=1.C([O-])([O-])=O.[K+].[K+].O1CCOCC1>C1C=CC([P]([Pd]([P](C2C=CC=CC=2)(C2C=CC=CC=2)C2C=CC=CC=2)([P](C2C=CC=CC=2)(C2C=CC=CC=2)C2C=CC=CC=2)[P](C2C=CC=CC=2)(C2C=CC=CC=2)C2C=CC=CC=2)(C2C=CC=CC=2)C2C=CC=CC=2)=CC=1.O>[C:13]1([C:2]2[CH:3]=[CH:4][C:5]3[N:6]([C:8]([CH2:11][OH:12])=[N:9][N:10]=3)[N:7]=2)[CH:18]=[CH:17][CH:16]=[CH:15][CH:14]=1 |f:2.3.4,^1:37,39,58,77|. Procedure: A suspension of (6-chloro[1,2,4]triazolo[4,3-b]pyridazin-3-yl)methanol (0.289 mmol, 1 eq), phenylboronic acid (0.665 mmol, 2.3 eq), Pd(PPh3)4 (45.9 mg, 0.0405 mmol, 14 mol %), and K2CO3 (132 mg, 0.955 mmol, 3.3 eq) in a 4:1 ratio of dioxane (4 mL) to H2O (1 mL) was evacuated and charged with nitrogen several times. The reaction sample was then heated conventionally at 85° C. for 1 h. CH2Cl2 and H2O were added and a standard aqueous workup was performed. The crude material was purified by pTLC [S...